Dataset: the Open Reaction Database (ORD), a public repository of structured organic reaction records. Task: describe an organic reaction: reactants, conditions, products, and yield Starting materials: CCCCCCCCCCCCCCCC(=O)Cl, CCN1CCCC1CNC(=O)c1c(O)c(Br)cc(OC)c1OC, CS(=O)(=O)O, O=C(O)C(F)(F)F. Product: CCCCCCCCCCCCCCCC(=O)c1c(Br)cc(OC)c(OC)c1C(=O)NCC1CCCN1CC. As a reaction SMILES: [C:29]([CH2:30][CH2:31][CH2:32][CH2:33][CH2:34][CH2:35][CH2:36][CH2:37][CH2:38][CH2:39][CH2:40][CH2:41][CH2:42][CH2:43][CH3:44])(=[O:45])[Cl:46].[CH2:6]([CH3:7])[N:8]1[CH:9]([CH2:13][NH:14][C:15]([c:16]2[c:17]([OH:27])[c:18]([Br:26])[cH:19][c:20]([O:24][CH3:25])[c:21]2[O:22][CH3:23])=[O:28])[CH2:10][CH2:11][CH2:12]1.[CH3:1][S:2]([OH:3])(=[O:4])=[O:5].[OH:47][C:48]([C:49]([F:50])([F:51])[F:52])=[O:53]>>[CH2:6]([CH3:7])[N:8]1[CH:9]([CH2:13][NH:14][C:15]([c:16]2[c:17]([C:29]([CH2:30][CH2:31][CH2:32][CH2:33][CH2:34][CH2:35][CH2:36][CH2:37][CH2:38][CH2:39][CH2:40][CH2:41][CH2:42][CH2:43][CH3:44])=[O:45])[c:18]([Br:26])[cH:19][c:20]([O:24][CH3:25])[c:21]2[O:22][CH3:23])=[O:28])[CH2:10][CH2:11][CH2:12]1. Starting materials: CSC1=NC=CC(=N1)C1=CN=C2N1C=CC=C2 (3-[2-methylthio-4-pyrimidinyl]imidazo[1,2-a]pyridine), resultant solution, S(=O)([O-])[O-].[Na+].[Na+] (sodium sulfite), ClC1=CC(=CC=C1)C(=O)OO (m-chloroperbenzoic acid). The solvent is C(Cl)(Cl)Cl (chloroform). Conditions: time 30 minute. Yields the product CS(=O)(=O)C1=NC=CC(=N1)C1=CN=C2N1C=CC=C2 (3-[2-methylsulfonyl-4-pyrimidinyl]imidazo[1,2-a]pyridine). As a reaction SMILES: CS[C:3]1[N:8]=[C:7]([C:9]2[N:13]3[CH:14]=[CH:15][CH:16]=[CH:17][C:12]3=[N:11][CH:10]=2)[CH:6]=[CH:5][N:4]=1.Cl[C:19]1C=CC=C(C(OO)=O)C=1.[S:29]([O-:32])([O-])=[O:30].[Na+].[Na+]>C(Cl)(Cl)Cl>[CH3:19][S:29]([C:3]1[N:8]=[C:7]([C:9]2[N:13]3[CH:14]=[CH:15][CH:16]=[CH:17][C:12]3=[N:11][CH:10]=2)[CH:6]=[CH:5][N:4]=1)(=[O:32])=[O:30] |f:2.3.4|. Procedure details: 150 mg of 3-[2-methylthio-4-pyrimidinyl]imidazo[1,2-a]pyridine [1-3] was dissolved in 3 mL of chloroform and 169 mg of m-chloroperbenzoic acid was added under an ice-cold condition, and stirred for 30 minutes at the same temperature. The resultant solution was added with a saturated aqueous solution of sodium sulfite and a saturated aqueous solution of sodium hydrogen carbonate, and then was extracted with chloroform. The organic layer was dried over anhydrous sodium sulfate and then the insolub... Reactants: CCOC(=O)C=Cc1ccc(N(CC)CC)cc1, CC(=O)O, c1ccncc1. Product: CCOC(=O)C=Cc1ccc(N(CC)CC)cc1OC(C)=O. As a reaction SMILES: [CH2:1]([CH3:2])[O:3][C:4]([CH:5]=[CH:6][c:7]1[cH:8][cH:9][c:10]([N:13]([CH2:14][CH3:15])[CH2:16][CH3:17])[cH:11][cH:12]1)=[O:18].[CH3:19][C:20]([OH:21])=[O:22].[cH:23]1[cH:24][cH:25][n:26][cH:27][cH:28]1>>[CH2:1]([CH3:2])[O:3][C:4]([CH:5]=[CH:6][c:7]1[cH:8][cH:9][c:10]([N:13]([CH2:14][CH3:15])[CH2:16][CH3:17])[cH:11][c:12]1[O:22][C:20]([CH3:19])=[O:21])=[O:18]. Reactants: II (iodine), ClC=1N=C(C2=C(N1)SC=N2)N2CCOCC2 (4-(5-chlorothiazolo[5,4-d]pyrimidin-7-yl)morpholine), solution, C(CCC)[Li] (n-butyllithium). Solvent: C1CCOC1 (THF), C1CCOC1 (THF), hexanes. Run at temperature -78 celsius, time 30 minute. Product: ClC=1N=C(C2=C(N1)SC(=N2)I)N2CCOCC2 (4-(5-chloro-2-iodothiazolo[5,4-d]pyrimidin-7-yl)morpholine). As a reaction SMILES: [Cl:1][C:2]1[N:3]=[C:4]([N:11]2[CH2:16][CH2:15][O:14][CH2:13][CH2:12]2)[C:5]2[N:10]=[CH:9][S:8][C:6]=2[N:7]=1.C([Li])CCC.[I:22]I>C1COCC1>[Cl:1][C:2]1[N:3]=[C:4]([N:11]2[CH2:12][CH2:13][O:14][CH2:15][CH2:16]2)[C:5]2[N:10]=[C:9]([I:22])[S:8][C:6]=2[N:7]=1. Procedure: To a solution of 4-(5-chlorothiazolo[5,4-d]pyrimidin-7-yl)morpholine 14 dissolved in THF at −78° C. was added 1.6M solution of n-butyllithium in hexanes). The reaction mixture was stirred at −78° C. for 30 minutes. A solution of iodine in THF was added and reaction mixture was allowed to slowly warm up to room temperature and stirred for 45 minutes. The reaction mixture was quenched with saturated aq. Na2S2O3, and extracted with dichloromethane. The combined organic layers were dried (Na2SO4) an... The reactants are Cc1sc2nc(-c3cnccn3)nc(Cl)c2c1Cl, NCc1ccc(F)cc1. The product is Cc1sc2nc(-c3cnccn3)nc(NCc3ccc(F)cc3)c2c1Cl. Reaction SMILES: [Cl:10][c:11]1[c:12]2[c:13]([n:14][c:15](-[c:17]3[n:18][cH:19][cH:20][n:21][cH:22]3)[n:16]1)[s:23][c:24]([CH3:27])[c:25]2[Cl:26].[F:1][c:2]1[cH:3][cH:4][c:5]([CH2:6][NH2:7])[cH:8][cH:9]1>>[F:1][c:2]1[cH:3][cH:4][c:5]([CH2:6][NH:7][c:11]2[c:12]3[c:13]([n:14][c:15](-[c:17]4[n:18][cH:19][cH:20][n:21][cH:22]4)[n:16]2)[s:23][c:24]([CH3:27])[c:25]3[Cl:26])[cH:8][cH:9]1. Procedure: A mixture of 4-(2-Pyridin-3-yl-2H-indazol-5-yloxy)-phenol (0.05 grams, 0.17 mmol), 2-methoxyethylbromobarbiturate (0.06 grams, 0.2 mmol), 1,5,7-triazabicyclo[4.4.0]dec-5-ene bound to polystyrene (0.22 grams) and acetonitrile (1.5 mL) was shaken for 48 hours at room temperature. The mixture was treated with a solution of acetic acid in methanol (1:4 v/v), shaken for 20 minutes, and filtered. The filtrate was concentrated in vacuo, and the residue was purified by silica gel chromatography eluting ... Reaction SMILES: [N:1]1[CH:6]=[CH:5][CH:4]=[C:3]([N:7]2[CH:15]=[C:14]3[C:9]([CH:10]=[CH:11][C:12]([O:16][C:17]4[CH:22]=[CH:21][C:20]([OH:23])=[CH:19][CH:18]=4)=[CH:13]3)=[N:8]2)[CH:2]=1.[CH3:24][O:25][CH2:26][CH2:27][C:28]1(Br)[C:33](=[O:34])[NH:32][C:31](=[O:35])[NH:30][C:29]1=[O:36].C1CN2C(=NCCC2)NC1.C(#N)C>CO.C(O)(=O)C>[CH:12]([O:16][CH:17]([CH3:22])[CH3:18])([CH3:13])[CH3:11].[CH3:24][O:25][CH2:26][CH2:27][C:28]1([O:23][C:20]2[CH:21]=[CH:22][C:17]([O:16][C:12]3[CH:11]=[CH:10][C:9]4[C:14](=[CH:15][N:7]([C:3]5[CH:2]=[N:1][CH:6]=[CH:5][CH:4]=5)[N:8]=4)[CH:13]=3)=[CH:18][CH:19]=2)[C:29](=[O:36])[NH:30][C:31](=[O:35])[NH:32][C:33]1=[O:34]. The product is C(C)(C)OC(C)C (iso-propyl ether), COCCC1(C(NC(NC1=O)=O)=O)OC1=CC=C(C=C1)OC1=CC2=CN(N=C2C=C1)C=1C=NC=CC1 (5-(2-Methoxy-ethyl)-5-[4-(2-pyridin-3-yl-2H-indazol-5-yloxy)-phenoxy]-pyrimidine-2,4,6-trione). Starting materials: N1=CC(=CC=C1)N1N=C2C=CC(=CC2=C1)OC1=CC=C(C=C1)O (4-(2-Pyridin-3-yl-2H-indazol-5-yloxy)-phenol), COCCC1(C(NC(NC1=O)=O)=O)Br (2-methoxyethylbromobarbiturate), C1CNC2=NCCCN2C1 (1,5,7-triazabicyclo[4.4.0]dec-5-ene bound to polystyrene), C(C)#N (acetonitrile). Solvent: CO (methanol), C(C)(=O)O (acetic acid). Conditions: time 48 hour. Yield: 21.7%. Reactants: NC1=CC(=C(C=C1C)SS(=O)(=O)C1=CC=C(C=C1)C)C(C)(C)C (toluene-4-thiosulfonic acid S-(4-amino-2-tert-butyl-5-methyl-phenyl) ester), Cl (HCl), C(#N)C1=CC=C(C=C1)S(=O)(=O)Cl (4-cyanobenzenesulfonyl chloride), N1=CC=CC=C1 (pyridine). The solvent is C(Cl)Cl (CH2Cl2). Run at time 8 hour. Product: C(C)(C)(C)C1=C(C=C(C(=C1)NS(=O)(=O)C1=CC=C(C=C1)C#N)C)SS(=O)(=O)C1=CC=C(C=C1)C (Toluene-4-thiosulfonic acid S-[2-tert-butyl-4-(4-cyano-benzenesulfonylamino)-5-methyl-phenyl] ester). As a reaction SMILES: [NH2:1][C:2]1[C:7]([CH3:8])=[CH:6][C:5]([S:9][S:10]([C:13]2[CH:18]=[CH:17][C:16]([CH3:19])=[CH:15][CH:14]=2)(=[O:12])=[O:11])=[C:4]([C:20]([CH3:23])([CH3:22])[CH3:21])[CH:3]=1.[C:24]([C:26]1[CH:31]=[CH:30][C:29]([S:32](Cl)(=[O:34])=[O:33])=[CH:28][CH:27]=1)#[N:25].N1C=CC=CC=1.Cl>C(Cl)Cl>[C:20]([C:4]1[CH:3]=[C:2]([NH:1][S:32]([C:29]2[CH:28]=[CH:27][C:26]([C:24]#[N:25])=[CH:31][CH:30]=2)(=[O:34])=[O:33])[C:7]([CH3:8])=[CH:6][C:5]=1[S:9][S:10]([C:13]1[CH:18]=[CH:17][C:16]([CH3:19])=[CH:15][CH:14]=1)(=[O:12])=[O:11])([CH3:23])([CH3:22])[CH3:21]. Procedure: A solution of toluene-4-thiosulfonic acid S-(4-amino-2-tert-butyl-5-methyl-phenyl) ester obtained from Example HHHH (0.20 g, 0.57 mmol), 4-cyanobenzenesulfonyl chloride (0.15 g, 0.74 mmol), pyridine (7 mL) and CH2Cl2 (1 mL) was stirred at room temperature under nitrogen overnight. 1N HCl was then added and the mixture was extracted with EtOAc. The organic phase was washed with 1N HCl and brine, dried (Na2SO4), filtered and concentrated. The resulting residue was flash chromatographed on silica g... Reactants: CS(=O)(=O)OCC=1C(=NSC1C(F)(F)F)C1=CC(=C(C=C1)OC)F ((5-(trifluoromethyl)-3-(3-fluoro-4-methoxyphenyl)isothiazol-4-yl)methyl methanesulfonate), OC1=C(C(=C(C=C1)CCC(=O)OCC)C)C (ethyl 3-(4-hydroxy-2,3-dimethylphenyl)propanoate). Product: FC=1C=C(C=CC1OC)C1=NSC(=C1COC1=C(C(=C(C=C1)CCC(=O)O)C)C)C(F)(F)F (3-(4-[[3-(3-fluoro-4-methoxyphenyl)-5-(trifluoromethyl)-1,2-thiazol-4-yl]meth oxy]-2,3-dimethylphenyl)propanoic acid). Reaction SMILES: CS([O:5][CH2:6][C:7]1[C:8]([C:16]2[CH:21]=[CH:20][C:19]([O:22][CH3:23])=[C:18]([F:24])[CH:17]=2)=[N:9][S:10][C:11]=1[C:12]([F:15])([F:14])[F:13])(=O)=O.O[C:26]1[CH:31]=[CH:30][C:29]([CH2:32][CH2:33][C:34]([O:36]CC)=[O:35])=[C:28]([CH3:39])[C:27]=1[CH3:40]>>[F:24][C:18]1[CH:17]=[C:16]([C:8]2[C:7]([CH2:6][O:5][C:26]3[CH:31]=[CH:30][C:29]([CH2:32][CH2:33][C:34]([OH:36])=[O:35])=[C:28]([CH3:39])[C:27]=3[CH3:40])=[C:11]([C:12]([F:15])([F:14])[F:13])[S:10][N:9]=2)[CH:21]=[CH:20][C:19]=1[O:22][CH3:23]. Reported procedure: The title compound was prepared according to the procedure described in Example 1 starting following Step 5 and 6 coupling (5-(trifluoromethyl)-3-(3-fluoro-4-methoxyphenyl)isothiazol-4-yl)methyl methanesulfonate and ethyl 3-(4-hydroxy-2,3-dimethylphenyl)propanoate followed by hydrolysis to afford the desired product as an off-white solid. 1H NMR (300 MHz, DMSO) δ 12.12 (s, 1H), 7.48-7.58 (m, 2H), 7.31 (t, J=8.7 Hz, 2H), 6.96 (d, J=8.4 Hz, 1H), 6.80 (d, J=8.4 Hz, 1H), 5.09 (s, 2H), 3.89 (s, 3H), ... Reactants: [N+](=O)([O-])C1=CN=C(N1C)C1=NN=C2N1N=C(C=C2)N=COCC (3-(5-nitro-1-methyl-2-imidazolyl)-6-ethoxymethyleneamino-s-triazolo[4,3-b]pyridazine), [N+](=O)([O-])C1=CN=C(N1C)C1=NN=C2N1N=C(C=C2)N (3-(5-nitro-1-methyl-2-imidazolyl)-6-amino-s-triazolo[ 4,3-b]pyridazine), C(C)(C)O (isopropanol). Solvent: O1CCOCC1 (dioxan). Yields the product C(OCC)([O-])[O-] (ethyl orthoformate), C(C)NCC (diethylamine). As a reaction SMILES: [N+]([C:4]1N(C)[C:7]([C:10]2N3N=C(N)C=CC3=NN=2)=[N:6][CH:5]=1)([O-])=[O:2].[N+](C1N(C)C(C2N3N=C(N=C[O:40][CH2:41]C)C=CC3=NN=2)=NC=1)([O-])=O.[CH:43]([OH:46])(C)[CH3:44]>O1CCOCC1>[CH:41]([O-:40])([O-:2])[O:46][CH2:43][CH3:44].[CH2:5]([NH:6][CH2:7][CH3:10])[CH3:4]. Procedure: In a manner analogous to that described in Example 13, from 1 g. 3-(5-nitro-1-methyl-2-imidazolyl)-6-amino-s-triazolo[ 4,3-b]pyridazine and 10 ml. ethyl orthoformate, there was prepared crude 3-(5-nitro-1-methyl-2-imidazolyl)-6-ethoxymethyleneamino-s-triazolo[4,3-b]pyridazine which, with 13 ml. of a solvent mixture of isopropanol and dioxan (7:3) and 1.1 ml. diethylamine gave, after a reaction time of 30 minutes at 20° C., subsequent evaporation of the solution in a vacuum at a bath temperature ...